From a dataset of the Open Reaction Database (ORD), a public repository of structured organic reaction records. describe an organic reaction: reactants, conditions, products, and yield Reaction SMILES: [C:1]([N:8]1[CH2:12][CH2:11][CH:10]([OH:13])[CH2:9]1)([O:3][C:4]([CH3:7])([CH3:6])[CH3:5])=[O:2].[F:14][C:15]([F:24])([F:23])[C:16]1[CH:17]=[C:18](O)[CH:19]=[CH:20][CH:21]=1>>[F:14][C:15]([F:24])([F:23])[C:16]1[CH:21]=[C:20]([CH:19]=[CH:18][CH:17]=1)[O:13][CH:10]1[CH2:11][CH2:12][N:8]([C:1]([O:3][C:4]([CH3:7])([CH3:6])[CH3:5])=[O:2])[CH2:9]1. The yield is 84.8%. The reactants are C(=O)(OC(C)(C)C)N1CC(CC1)O (1-Boc-3-pyrrolidinol), FC(C=1C=C(C=CC1)O)(F)F (3-(Trifluoromethyl)phenol). Procedure details: The title compound (D35) (1.5 g) was prepared according to the experimental procedure described in Description 34 starting from 1-Boc-3-pyrrolidinol (1 g, 5.34 mmol) and 3-(Trifluoromethyl)phenol (0.640 ml, 5.34 mmol) Yields the product FC(C=1C=C(OC2CN(CC2)C(=O)OC(C)(C)C)C=CC1)(F)F (tert-butyl 3-(3-(trifluoromethyl)phenoxy)pyrrolidine-1-carboxylate). Reactants: OC(=O)C(F)(F)F.C1(NCCCC12CCNCC2)=O (2,9-diazaspiro[5.5]undecan-1-one TFA salt), ClC1=NC2=CC=CC=C2N=C1 (2-chloroquinoxaline), CCN(C(C)C)C(C)C (DIPEA). Isolated yield 78.1%. As a reaction SMILES: OC(C(F)(F)F)=O.[C:8]1(=[O:19])[C:13]2([CH2:18][CH2:17][NH:16][CH2:15][CH2:14]2)[CH2:12][CH2:11][CH2:10][NH:9]1.Cl[C:21]1[CH:30]=[N:29][C:28]2[C:23](=[CH:24][CH:25]=[CH:26][CH:27]=2)[N:22]=1.CCN(C(C)C)C(C)C>CN(C1C=CN=CC=1)C.C(O)C>[N:22]1[C:23]2[C:28](=[CH:27][CH:26]=[CH:25][CH:24]=2)[N:29]=[CH:30][C:21]=1[N:16]1[CH2:17][CH2:18][C:13]2([C:8](=[O:19])[NH:9][CH2:10][CH2:11][CH2:12]2)[CH2:14][CH2:15]1 |f:0.1|. Reagents/catalysts: CN(C)C=1C=CN=CC1 (DMAP). Yields the product N1=C(C=NC2=CC=CC=C12)N1CCC2(CCCNC2=O)CC1 (9-(quinoxalin-2-yl)-2,9-diazaspiro[5.5]undecan-1-one). Reaction conditions: temperature 160 celsius. Solvent: C(C)O (ethanol). Procedure: The mixture of 2,9-diazaspiro[5.5]undecan-1-one TFA salt ([1190586-22-1], 1.0 g, 3.5 mmol), 2-chloroquinoxaline ([1448-87-9], 0.77 g, 4.6 mmol), DIPEA (3.7 ml, 21 mmol) and DMAP (22 mg, 0.18 mmol) in ethanol (10 ml) was placed in a microwave tube. The tube was sealed and the suspension was heated at 160° C. for 2 h under microwave conditions. The mixture was filtered and the residue washed with ethanol. The filtrate was concentrated and the precipitate filtered and washed with ethanol. The combi... The reactants are CSC1=CC=C(C=C1)C1=NN2C(NCCC2)=C1C1=CC=NC=C1 (2-(4-methylthiophenyl)-3-(pyridin-4-yl)-4,5,6,7-tetrahydropyrazolo[1,5-a]pyrimidine), ClC1=CC(=CC=C1)C(=O)OO (m-chloroperbenzoic acid). Run in ClCCl (dichloromethane), ClCCl (dichloromethane). Conditions: time 30 minute. Yields the product CS(=O)C1=CC=C(C=C1)C1=NN2C(NCCC2)=C1C1=CC=NC=C1 (2-(4-methylsulfinylphenyl)-3-(pyridin-4-yl)-4,5,6,7-tetrahydropyrazolo[1,5-a]pyrimidine). Isolated yield 84.2%. RXN SMILES: [CH3:1][S:2][C:3]1[CH:8]=[CH:7][C:6]([C:9]2[C:17]([C:18]3[CH:23]=[CH:22][N:21]=[CH:20][CH:19]=3)=[C:12]3[NH:13][CH2:14][CH2:15][CH2:16][N:11]3[N:10]=2)=[CH:5][CH:4]=1.ClC1C=CC=C(C(OO)=[O:32])C=1>ClCCl>[CH3:1][S:2]([C:3]1[CH:4]=[CH:5][C:6]([C:9]2[C:17]([C:18]3[CH:19]=[CH:20][N:21]=[CH:22][CH:23]=3)=[C:12]3[NH:13][CH2:14][CH2:15][CH2:16][N:11]3[N:10]=2)=[CH:7][CH:8]=1)=[O:32]. Procedure details: To a solution of 2-(4-methylthiophenyl)-3-(pyridin-4-yl)-4,5,6,7-tetrahydropyrazolo[1,5-a]pyrimidine (190 mg) in dichloromethane (6 ml) was added m-chloroperbenzoic acid (127 mg) under ice cooling. The mixture was stirred at ambient temperature for 30 minutes and diluted with dichloromethane. The solution was washed with an aqueous saturated sodium thiosulfate solution, an aqueous saturated sodium bicarbonate solution and brine, dried and concentrated in vacuo. The residue was purified by column... Reactants: C(C)(C)(C)C=1NC=C(N1)CO (2-tert-butyl-4-imidazolemethanol), C(Cl)(Cl)Cl (chloroform). The reagents and catalysts are [O-2].[O-2].[Mn+4] (manganese dioxide). Solvent: O1CCCC1 (tetrahydrofuran). The product is C(C)(C)(C)C=1NC=C(N1)C=O (2-tert-Butyl-4-imidazolecarboxaldehyde). Reaction SMILES: [C:1]([C:5]1[NH:6][CH:7]=[C:8]([CH2:10][OH:11])[N:9]=1)([CH3:4])([CH3:3])[CH3:2].C(Cl)(Cl)Cl>[O-2].[O-2].[Mn+4].O1CCCC1>[C:1]([C:5]1[NH:6][CH:7]=[C:8]([CH:10]=[O:11])[N:9]=1)([CH3:4])([CH3:2])[CH3:3] |f:2.3.4|. Procedure: A 7.7 gm. portion of 2-tert-butyl-4-imidazolemethanol is added to 100 ml. of chloroform and 100 ml. of tetrahydrofuran and heated gently. A 25 gm. portion of manganese dioxide is added and the mixture is reacted as described in Example 22 giving the desired product as white crystals, m.p. 194°-195° C.